Dataset: the Open Reaction Database (ORD), a public repository of structured organic reaction records. Task: describe an organic reaction: reactants, conditions, products, and yield Starting materials: Cl (hydrogen chloride), O1C(CCCC1)OCCC1(CNCC1)C1=CC(=C(C=C1)Cl)Cl (3-tetrahydropyranyloxyethyl-3-(3,4-dichlorophenyl)pyrrolidine). Run in CCOCC (ether), CO (methanol), C(C)(C)OC(C)C.CCOCC (isopropyl ether ether). The product is OCCC1(CNCC1)C1=CC(=C(C=C1)Cl)Cl (3-(2-Hydroxyethyl)-3-(3,4-dichlorophenyl)pyrrolidine). Isolated yield 101.2%. As a reaction SMILES: Cl.O1CCCCC1[O:8][CH2:9][CH2:10][C:11]1([C:16]2[CH:21]=[CH:20][C:19]([Cl:22])=[C:18]([Cl:23])[CH:17]=2)[CH2:15][CH2:14][NH:13][CH2:12]1>CCOCC.CO.C(OC(C)C)(C)C.CCOCC>[OH:8][CH2:9][CH2:10][C:11]1([C:16]2[CH:21]=[CH:20][C:19]([Cl:22])=[C:18]([Cl:23])[CH:17]=2)[CH2:15][CH2:14][NH:13][CH2:12]1 |f:4.5|. Reported procedure: A solution of hydrogen chloride in ether is added to a solution of 3.4 g of 3-tetrahydropyranyloxyethyl-3-(3,4-dichlorophenyl)pyrrolidine in 20 ml of methanol until the pH is 1. The mixture is stirred for half an hour at room temperature and concentrated to dryness, the residue is taken up in water, rendered basic with a solution of sodium hydroxide and extracted with dichloromethane and the extract is washed with a saturated solution of NaCl, dried over Na2SO4 and evaporated to dryness to give ... Procedure details: This compound was prepared according to the general method of Example 90 using 2,2'-dithiobisbenzoyl chloride (2.00 g, 5.83 mmol) in 50 mL of dichloromethane and 2-isopropylaniline (1.60 g, 11.6 mmol) in 13 mL of pyridine. The crude product was recrystallized twice from acetonitrile-DMF to yield 0.45 g of the title compound, mp 235°-237° C. Reactants: C(C1=C(C=CC=C1)SSC1=C(C(=O)Cl)C=CC=C1)(=O)Cl (2,2'-dithiobisbenzoyl chloride), C(C)(C)C1=C(N)C=CC=C1 (2-isopropylaniline). Isolated yield 14.3%. Yields the product CC(C)C1=C(C=CC=C1)NC(C1=C(C=CC=C1)SSC1=C(C(=O)NC2=C(C=CC=C2)C(C)C)C=CC=C1)=O (2,2'-Dithiobis[N-[2-(1-methylethyl)phenyl]benzamide]). Solvent: N1=CC=CC=C1 (pyridine), ClCCl (dichloromethane). RXN SMILES: [C:1](Cl)(=[O:19])[C:2]1[CH:7]=[CH:6][CH:5]=[CH:4][C:3]=1[S:8][S:9][C:10]1[CH:18]=[CH:17][CH:16]=[CH:15][C:11]=1[C:12](Cl)=[O:13].[CH:21]([C:24]1[CH:30]=[CH:29][CH:28]=[CH:27][C:25]=1[NH2:26])([CH3:23])[CH3:22]>ClCCl.N1C=CC=CC=1>[CH3:22][CH:21]([C:24]1[CH:30]=[CH:29][CH:28]=[CH:27][C:25]=1[NH:26][C:1](=[O:19])[C:2]1[CH:7]=[CH:6][CH:5]=[CH:4][C:3]=1[S:8][S:9][C:10]1[CH:18]=[CH:17][CH:16]=[CH:15][C:11]=1[C:12]([NH:26][C:25]1[CH:27]=[CH:28][CH:29]=[CH:30][C:24]=1[CH:21]([CH3:23])[CH3:22])=[O:13])[CH3:23]. Starting materials: BrC=1C=C(C=CC1OC)C(=O)C1=NC=C(C=C1Cl)C(F)(F)F ((3-bromo-4-methoxyphenyl)[3-chloro-5-(trifluoromethyl)pyridin-2-yl]methanone), Cl.NO (hydroxylamine hydrochloride). Solvent: N1=CC=CC=C1 (pyridine). Product: BrC=1C=C(C=CC1OC)C(=NO)C1=NC=C(C=C1Cl)C(F)(F)F (1-(3-bromo-4-methoxyphenyl)-1-[3-chloro-5-(trifluoromethyl)pyridin-2-yl]-N-hydroxymethanimine). Isolated yield 97.7%. RXN SMILES: [Br:1][C:2]1[CH:3]=[C:4]([C:10]([C:12]2[C:17]([Cl:18])=[CH:16][C:15]([C:19]([F:22])([F:21])[F:20])=[CH:14][N:13]=2)=O)[CH:5]=[CH:6][C:7]=1[O:8][CH3:9].Cl.[NH2:24][OH:25]>N1C=CC=CC=1>[Br:1][C:2]1[CH:3]=[C:4]([C:10]([C:12]2[C:17]([Cl:18])=[CH:16][C:15]([C:19]([F:22])([F:21])[F:20])=[CH:14][N:13]=2)=[N:24][OH:25])[CH:5]=[CH:6][C:7]=1[O:8][CH3:9] |f:1.2|. Procedure details: A solution of (3-bromo-4-methoxyphenyl)[3-chloro-5-(trifluoromethyl)pyridin-2-yl]methanone (8.90 g, 22.5 mmol) and hydroxylamine hydrochloride (3.92 g, 56.3 mmol) in pyridine (60 mL) was stirred 2 h at 50° C. then overnight at room temperature. After removal of the solvent in vacuo, addition of water (50 mL) and extraction with ethyl acetate (3×40 mL), the combined organic layers were dried over MgSO4 and concentrated in vacuo. The residue was purified on silica gel to afford 1-(3-bromo-4-methox...